From a dataset of the Open Reaction Database (ORD), a public repository of structured organic reaction records. describe an organic reaction: reactants, conditions, products, and yield Yield: 89.0%. Procedure: Into a tetrahydrofuran (THF) (80 ml) solution of methyl (R)-(+)-5-[4-[2-(2-furyl)-5-methyl-4-oxazolyl methoxy]-3-methoxyphenyl]-2-(4-nitrophenoxycarbonyloxy)pentanoate (4.25 g) was introduced ammonia (gas) for 10 minutes at temperature ranging from -65 to -70° C. The reaction mixture was poured into water-6N HCl, which was subjected to extraction with ethyl acetate. The ethyl acetate layer was washed with water, dried (MgSO4) and concentrated. The residue was subjected to column chromatography o... Starting materials: O1CCCC1 (tetrahydrofuran), O1C(=CC=C1)C=1OC(=C(N1)COC1=C(C=C(C=C1)CCC[C@H](C(=O)OC)OC(=O)OC1=CC=C(C=C1)[N+](=O)[O-])OC)C (methyl (R)-(+)-5-[4-[2-(2-furyl)-5-methyl-4-oxazolyl methoxy]-3-methoxyphenyl]-2-(4-nitrophenoxycarbonyloxy)pentanoate), N (ammonia). RXN SMILES: O1CCCC1.[O:6]1[CH:10]=[CH:9][CH:8]=[C:7]1[C:11]1[O:12][C:13]([CH3:47])=[C:14]([CH2:16][O:17][C:18]2[CH:23]=[CH:22][C:21]([CH2:24][CH2:25][CH2:26][C@@H:27]([O:32][C:33]([O:35]C3C=CC([N+]([O-])=O)=CC=3)=O)[C:28]([O:30][CH3:31])=[O:29])=[CH:20][C:19]=2[O:45][CH3:46])[N:15]=1.[NH3:48]>O>[C:33]([O:32][C@H:27]([CH2:26][CH2:25][CH2:24][C:21]1[CH:22]=[CH:23][C:18]([O:17][CH2:16][C:14]2[N:15]=[C:11]([C:7]3[O:6][CH:10]=[CH:9][CH:8]=3)[O:12][C:13]=2[CH3:47])=[C:19]([O:45][CH3:46])[CH:20]=1)[C:28]([O:30][CH3:31])=[O:29])(=[O:35])[NH2:48]. The product is C(N)(=O)O[C@@H](C(=O)OC)CCCC1=CC(=C(C=C1)OCC=1N=C(OC1C)C=1OC=CC1)OC (methyl (R)-(+)-2-carbamoyloxy-5-[4-[2-(2-furyl)-5-methyl-4-oxazolylmethoxy]-3-methoxyphenyl]pentanoate). Solvent: O (water).